From a dataset of the Open Reaction Database (ORD), a public repository of structured organic reaction records. describe an organic reaction: reactants, conditions, products, and yield Reactants: C(C)(C)(C)O (t-butanol), NC1=NN2C(N=CC(=C2)CC#N)=C1C(=O)ON1N=NC2=C1C=CC=C2 (1H-benzo[d][1,2,3]triazol-1-yl 2-amino-6-(cyanomethyl)pyrazolo[1,5-a]pyrimidine-3-carboxylate), C(C1=CC=CC=C1)OC(=O)N1CCC(CC1)C(=O)O (1-benzyloxycarbonylpiperidine-4-carboxylic acid), O (water). The reagents and catalysts are CN(C)C=1C=CN=CC1 (DMAP). The solvent is C(Cl)Cl (DCM), C(Cl)Cl (DCM). Conditions: time 2 hour. Product: N1(CCC(CC1)C(=O)OC(C)(C)C)C(=O)OCC1=CC=CC=C1 (O1-benzyl O4-tert-butyl piperidine-1,4-dicarboxylate). As a reaction SMILES: [CH2:1]([O:8][C:9]([N:11]1[CH2:16][CH2:15][CH:14]([C:17]([OH:19])=[O:18])[CH2:13][CH2:12]1)=[O:10])[C:2]1[CH:7]=[CH:6][CH:5]=[CH:4][CH:3]=1.[C:20](O)([CH3:23])([CH3:22])[CH3:21].O.NC1C(C(ON2C3C=CC=CC=3N=N2)=O)=C2N=CC(CC#N)=CN2N=1>C(Cl)Cl.CN(C1C=CN=CC=1)C>[N:11]1([C:9]([O:8][CH2:1][C:2]2[CH:3]=[CH:4][CH:5]=[CH:6][CH:7]=2)=[O:10])[CH2:12][CH2:13][CH:14]([C:17]([O:19][C:20]([CH3:23])([CH3:22])[CH3:21])=[O:18])[CH2:15][CH2:16]1. Procedure details: In a 5 L flange flask was charged 1-benzyloxycarbonylpiperidine-4-carboxylic acid 20 (200 g, 759.6 mmol) in DCM (500.0 mL) followed by additional DCM (2.000 L), t-butanol (140.8 g, 181.7 mL, 1.899 mol) and DMAP (46.40 g, 379.8 mmol). The mixture was cooled on ice/salt/water bath (internal −3.4° C.). 3-(ethyliminomethyleneamino)-N,N-dimethyl-propan-1-amine (Hydrochloric Acid (1)) (145.6 g, 759.6 mmol) was added portionwise over 15 mins, with addition funnel rinsed with DCM (500.0 mL). Mixture was... Reactants: OC(C(=O)OCC)CC(CC(=O)OC(C)(C)C)O (1-ethyl 6-tert.-butyl 2,4-dihydroxyadipate), COC(C)(C)OC (dimethoxypropane), C1(=CC=C(C=C1)S(=O)(=O)[O-])C.[NH+]1=CC=CC=C1 (pyridinium p-toluenesulfonate), CO (methanol). Solvent: C(Cl)Cl (methylene chloride), C(Cl)Cl (methylene chloride), C(Cl)Cl (methylene chloride). Conditions: time 1 hour. Product: C(C)OC(=O)C1OC(OC(C1)CC(=O)OC(C)(C)C)(C)C (2-ethoxycarbonyl-4-tert.-butoxycarbonylmethyl-6,6-dimethyl-1,5-dioxane). The yield is 66.6%. RXN SMILES: [OH:1][CH:2]([CH2:8][CH:9]([OH:18])[CH2:10][C:11]([O:13][C:14]([CH3:17])([CH3:16])[CH3:15])=[O:12])[C:3]([O:5][CH2:6][CH3:7])=[O:4].CO[C:21](OC)([CH3:23])[CH3:22].C1(C)C=CC(S([O-])(=O)=O)=CC=1.[NH+]1C=CC=CC=1.CO>C(Cl)Cl>[CH2:6]([O:5][C:3]([CH:2]1[CH2:8][CH:9]([CH2:10][C:11]([O:13][C:14]([CH3:17])([CH3:16])[CH3:15])=[O:12])[O:18][C:21]([CH3:23])([CH3:22])[O:1]1)=[O:4])[CH3:7] |f:2.3|. Reported procedure: To a solution of 1-ethyl 6-tert.-butyl 2,4-dihydroxyadipate (1.6 g, 6.1 mmol) in methylene chloride (60 ml), dimethoxypropane (1.672 ml, 78 mmol) and pyridinium p-toluenesulfonate (251 mg, 1 mmol) were added and stirred under reflux conditions for one hour, followed by further stirring at 50° C for one hour while azeotropically removing methanol with methylene chloride. To the mixture, methylene chloride (60 ml) was added and stirred at 50° C. for one hour to remove methylene chloride. After add... The reactants are ClC=1C=CC=2N(N1)C(=NN2)CC=2C=C1C=CC=NC1=CC2 (6-((6-chloro-[1,2,4]triazolo[4,3-b]pyridazin-3-yl)methyl)quinoline), ClC=1C=CC=2N(N1)C(=NN2)CC=2C=C1C=CC=NC1=CC2 (6-((6-chloro-[1,2,4]triazolo[4,3-b]pyridazin-3-yl)methyl)quinoline), C(CCC)[Sn](C(=C)OCC)(CCCC)CCCC (tributyl(1-ethoxyvinyl)stannane), N#N (N2). Reagents/catalysts: C=1C=CC(=CC1)[P](C=2C=CC=CC2)(C=3C=CC=CC3)[Pd]([P](C=4C=CC=CC4)(C=5C=CC=CC5)C=6C=CC=CC6)([P](C=7C=CC=CC7)(C=8C=CC=CC8)C=9C=CC=CC9)[P](C=1C=CC=CC1)(C=1C=CC=CC1)C=1C=CC=CC1 (Pd(PPh3)4). Run in CN(C)C=O (DMF). Run at temperature 100 celsius. Product: C(C)OC(=C)C=1C=CC=2N(N1)C(=NN2)CC=2C=C1C=CC=NC1=CC2 (6-((6-(1-Ethoxyvinyl)-[1,2,4]triazolo[4,3-b]pyridazin-3-yl)methyl)quinoline). Reaction SMILES: Cl[C:2]1[CH:3]=[CH:4][C:5]2[N:6]([C:8]([CH2:11][C:12]3[CH:13]=[C:14]4[C:19](=[CH:20][CH:21]=3)[N:18]=[CH:17][CH:16]=[CH:15]4)=[N:9][N:10]=2)[N:7]=1.C([Sn](CCCC)(CCCC)[C:27]([O:29][CH2:30][CH3:31])=[CH2:28])CCC.N#N>CN(C=O)C.C1C=CC([P]([Pd]([P](C2C=CC=CC=2)(C2C=CC=CC=2)C2C=CC=CC=2)([P](C2C=CC=CC=2)(C2C=CC=CC=2)C2C=CC=CC=2)[P](C2C=CC=CC=2)(C2C=CC=CC=2)C2C=CC=CC=2)(C2C=CC=CC=2)C2C=CC=CC=2)=CC=1>[CH2:30]([O:29][C:27]([C:2]1[CH:3]=[CH:4][C:5]2[N:6]([C:8]([CH2:11][C:12]3[CH:13]=[C:14]4[C:19](=[CH:20][CH:21]=3)[N:18]=[CH:17][CH:16]=[CH:15]4)=[N:9][N:10]=2)[N:7]=1)=[CH2:28])[CH3:31] |^1:50,52,71,90|. Procedure: A solution of 6-((6-chloro-[1,2,4]triazolo[4,3-b]pyridazin-3-yl)methyl)quinoline (intermediate O) (50 mg, 0.169 mmol) and tributyl(1-ethoxyvinyl)stannane (0.06 mL, 0.178 mmol) in DMF (6 mL) was purged with N2 for 30 min and then Pd(PPh3)4 (9.77 mg, 0.0085 mmol) was added. The resulting solution was heated at 100° C. for 3 h. The reaction mixture was quenched with water, extracted with EtOAc three times. The organic layers were combined, washed with KF solution and brine, dried over Na2SO4. After... Starting materials: COC(=O)C=1C=2C(C=C(NC2C(=CC1)Cl)C(=O)OCC)=O (8-Chloro-4-oxo-1,4-dihydro-2,5-quinolinedicarboxylic acid 2-ethyl 5-methyl ester), [OH-].[K+] (KOH). Run in C(C)O (ethanol). Conditions: temperature 100 celsius. Product: ClC1=CC=C(C=2C(C=C(NC12)C(=O)O)=O)C(=O)O (8-Chloro-4-oxo-1,4-dihydro-2,5-quinolinedicarboxylic acid). RXN SMILES: C[O:2][C:3]([C:5]1[C:6]2[C:7](=[O:21])[CH:8]=[C:9]([C:16]([O:18]CC)=[O:17])[NH:10][C:11]=2[C:12]([Cl:15])=[CH:13][CH:14]=1)=[O:4].[OH-].[K+]>C(O)C>[Cl:15][C:12]1[C:11]2[NH:10][C:9]([C:16]([OH:18])=[O:17])=[CH:8][C:7](=[O:21])[C:6]=2[C:5]([C:3]([OH:4])=[O:2])=[CH:14][CH:13]=1 |f:1.2|. Procedure details: To a solution of 24 (10.0 g, 32.3 mmol) in ethanol (100 mL) was added 10% aqueous KOH solution (100 mL) at room temperature. The reaction mixture was heated at 100° C. for 24 h and then cooled to room temperature. The reaction mixture was concentrated in vacuum. The resulting aqueous solution was acidified with 2N HCl to pH=6.5, where a solid precipitated and was collected through a filtration. The solid was washed with H2O (100 mL) and Et2O (100 mL), and dried in vacuum at 60° C. to give an off...